Dataset: the Open Reaction Database (ORD), a public repository of structured organic reaction records. Task: describe an organic reaction: reactants, conditions, products, and yield Reactants: CC(C)(C)OC(NCCCC(=O)C=1N(C=CN1)C)=O ([4-(1-Methyl-1H-imidazol-2-yl)-4-oxobutyl]carbamic acid 1,1-dimethylethyl ester), CB1OC([C@H]2N1CCC2)(C2=CC=CC=C2)C2=CC=CC=C2 ((3aS)-tetrahydro-1-methyl-3,3-diphenyl-3H-pyrrolo[1,2-c][1,3,2]oxazaborole), B (borane). The solvent is O1CCCC1 (tetrahydrofuran). The product is CC(C)(C)OC(NCCC[C@H](C=1N(C=CN1)C)O)=O ([(4R)-4-Hydroxy-4-(1-methyl-1H-imidazol-2-yl)butyl]carbamic acid 1,1-dimethylethyl ester). The yield is 41.4%. As a reaction SMILES: [CH3:1][C:2]([O:5][C:6](=[O:19])[NH:7][CH2:8][CH2:9][CH2:10][C:11]([C:13]1[N:14]([CH3:18])[CH:15]=[CH:16][N:17]=1)=[O:12])([CH3:4])[CH3:3].CB1N2CCC[C@H]2C(C2C=CC=CC=2)(C2C=CC=CC=2)O1.B>O1CCCC1>[CH3:4][C:2]([O:5][C:6](=[O:19])[NH:7][CH2:8][CH2:9][CH2:10][C@@H:11]([OH:12])[C:13]1[N:14]([CH3:18])[CH:15]=[CH:16][N:17]=1)([CH3:1])[CH3:3]. Procedure: The product of step (a) (0.60 g, 2.24 mmol) was reacted with (3aS)-tetrahydro-1-methyl-3,3-diphenyl-3H-pyrrolo[1,2-c][1,3,2]oxazaborole (1M in toluene, 0.22 ml) and borane:tetrahydrofuran complex (1M, 1.5 ml, 1.5 mmol) in tetrahydrofuran (40 ml) using the procedure described in Example 1 step (a) to give the sub-title compound as a colourless oil (0.25 g, 42%). The reactants are NC1=NC(=C(C#N)C(=C1)C)C (6-amino-2,4-dimethylnicotinonitrile), N(=O)[O-].[Na+] (sodium nitrite). Solvent: S(O)(O)(=O)=O (sulfuric acid), O (water). Conditions: time 16 hour. Yields the product OC1=NC(=C(C#N)C(=C1)C)C (6-Hydroxy-2,4-dimethylnicotinonitrile). Isolated yield 45.3%. RXN SMILES: N[C:2]1[CH:9]=[C:8]([CH3:10])[C:5]([C:6]#[N:7])=[C:4]([CH3:11])[N:3]=1.N([O-])=[O:13].[Na+]>S(=O)(=O)(O)O.O>[OH:13][C:2]1[CH:9]=[C:8]([CH3:10])[C:5]([C:6]#[N:7])=[C:4]([CH3:11])[N:3]=1 |f:1.2|. Reported procedure: To a stirred solution of 6-amino-2,4-dimethylnicotinonitrile (Sato, K.; et al. Bull. Chem. Soc. Jpn., 1969, 42, 2319., 22.4 g, 152 mmol) in 5% aqueous sulfuric acid (600 mL) was added dropwise a solution of sodium nitrite (25.2 g, 365 mmol) in water (100 mL) at 0° C., and the mixture was stirred at room temperature for 16 h. The resulting precipitate was collected by filtration to afford 10.2 g (45%) of the title compound: 1H-NMR (DMSO-d6) δ 12.27 (1H, br.s), 6.17 (1H, s), 2.38 (3H, s), 2.20 (3H... Starting materials: [BH4-], C1CCOC1, CCC(CC)(c1ccc(OCC(=O)C(C)(C)C)c(C)c1)c1nc2cc(C(=O)O)ccc2o1, [Na+]. Yields the product CCC(CC)(c1ccc(OCC(O)C(C)(C)C)c(C)c1)c1nc2cc(C(=O)O)ccc2o1. RXN SMILES: [BH4-:33].[CH2:35]1[O:36][CH2:37][CH2:38][CH2:39]1.[CH3:1][C:2]([C:3]([CH2:4][O:5][c:6]1[c:7]([CH3:29])[cH:8][c:9]([C:12]([CH2:13][CH3:14])([CH2:15][CH3:16])[c:17]2[o:18][c:19]3[c:20]([n:21]2)[cH:22][c:23]([C:26](=[O:27])[OH:28])[cH:24][cH:25]3)[cH:10][cH:11]1)=[O:30])([CH3:31])[CH3:32].[Na+:34]>>[CH3:1][C:2]([CH:3]([CH2:4][O:5][c:6]1[c:7]([CH3:29])[cH:8][c:9]([C:12]([CH2:13][CH3:14])([CH2:15][CH3:16])[c:17]2[o:18][c:19]3[c:20]([n:21]2)[cH:22][c:23]([C:26](=[O:27])[OH:28])[cH:24][cH:25]3)[cH:10][cH:11]1)[OH:30])([CH3:31])[CH3:32]. Starting materials: BrC=1C=C(C=CC1)C1(S(N=C(OC1(C)C)N[C@@H](CCO[Si](C)(C)C(C)(C)C)C1=CC=CC=C1)(=O)=O)C ([5-(3-bromophenyl)-5,6,6-trimethyl-4,4-dioxo-5,6-dihydro-4H-4lambda6-1,4,3-oxathiazin-2-yl]-[(S)-3-(tert-butyldimethylsilanyloxy)-1-phenylpropyl]amine), Cl (hydrochloric acid). Run in CO (methanol). Reaction conditions: time 2 hour. The product is BrC=1C=C(C=CC1)C1(S(N=C(OC1(C)C)N[C@@H](CCO)C1=CC=CC=C1)(=O)=O)C ((S)-3-[5-(3-Bromophenyl)-5,6,6-trimethyl-4,4-dioxo-5,6-dihydro-4H-4lambda6-[1,4,3]oxathiazin-2-ylamino]-3-phenylpropan-1-ol). Isolated yield 63.1%. As a reaction SMILES: [Br:1][C:2]1[CH:3]=[C:4]([C:8]2([CH3:36])[C:13]([CH3:15])([CH3:14])[O:12][C:11]([NH:16][C@H:17]([C:28]3[CH:33]=[CH:32][CH:31]=[CH:30][CH:29]=3)[CH2:18][CH2:19][O:20][Si](C(C)(C)C)(C)C)=[N:10][S:9]2(=[O:35])=[O:34])[CH:5]=[CH:6][CH:7]=1.Cl>CO>[Br:1][C:2]1[CH:3]=[C:4]([C:8]2([CH3:36])[C:13]([CH3:15])([CH3:14])[O:12][C:11]([NH:16][C@H:17]([C:28]3[CH:29]=[CH:30][CH:31]=[CH:32][CH:33]=3)[CH2:18][CH2:19][OH:20])=[N:10][S:9]2(=[O:35])=[O:34])[CH:5]=[CH:6][CH:7]=1. Procedure: To detach the protecting group, 20 mg of [5-(3-bromophenyl)-5,6,6-trimethyl-4,4-dioxo-5,6-dihydro-4H-4lambda6-1,4,3-oxathiazin-2-yl]-[(S)-3-(tert-butyldimethylsilanyloxy)-1-phenylpropyl]amine were dissolved in 1 ml of methanol and, after addition of 0.05 ml of concentrated hydrochloric acid, the mixture was stirred at room temperature for 2 hours. The reaction solution was concentrated by rotary evaporation and the residue purified in a purification laboratory by means of preparative HPLC. The p... The reactants are C1(=CC=CC=C1)P(C1=CC=CC=C1)C1=CC=CC=C1 (triphenylphosphine), BrBr (bromine), COC1=CC=C2C(=CNC2=C1)CCO (6-methoxy-3-(2-hydroxyethyl)indole). The solvent is C(C)OCC (diethyl ether), C(C)#N (acetonitrile), C(C)#N (acetonitrile). Run at time 20 minute. The product is COC1=CC=C2C(=CNC2=C1)CCBr (6-methoxy-3-(2-bromoethyl)indole). Reaction SMILES: C1(P(C2C=CC=CC=2)C2C=CC=CC=2)C=CC=CC=1.[Br:20]Br.[CH3:22][O:23][C:24]1[CH:32]=[C:31]2[C:27]([C:28]([CH2:33][CH2:34]O)=[CH:29][NH:30]2)=[CH:26][CH:25]=1>C(#N)C.C(OCC)C>[CH3:22][O:23][C:24]1[CH:32]=[C:31]2[C:27]([C:28]([CH2:33][CH2:34][Br:20])=[CH:29][NH:30]2)=[CH:26][CH:25]=1. Reported procedure: To a mechanically stirred mixture of 18.3 g (69.7 mmol) triphenylphosphine and 200 ml acetonitrile, 11.15 g (69.7 mmol) bromine is added dropwise over 20 minutes. The mixture is stirred 20 minutes at 0° and the ice bath is removed. A solution of 12.1 g (63.4 mmol) 6-methoxy-3-(2-hydroxyethyl)indole in 60 ml acetonitrile is added over 30 minutes. After stirring 2 hours at room temperature the mixture is diluted with 250 ml diethyl ether. The liquid is decanted from precipitated tar. The residue i... The reactants are COC=1C=C(C=C(C1)OC)C (3,5-dimethoxytoluene), C(CCC)[Li] (butyllithium), O (water), CN1C=2C(C(=O)OC1=O)=CC=CC2 (N-methylisatoic anhydride). Run in O1CCCC1 (tetrahydrofuran), CCCCCC (hexane), C(C)(=O)OCC (ethyl acetate). Reaction conditions: temperature -20 celsius, time 1 hour. The product is COC1=C(C(=CC(=C1)C)OC)C(=O)C1=C(C=CC=C1)NC ((2,6-Dimethoxy-4-methylphenyl)(2-methylaminophenyl) Ketone). Isolated yield 78.0%. RXN SMILES: [CH3:1][O:2][C:3]1[CH:4]=[C:5]([CH3:11])[CH:6]=[C:7]([O:9][CH3:10])[CH:8]=1.C([Li])CCC.[CH3:17][N:18]1C(=O)O[C:21](=[O:22])[C:20]2=[CH:26][CH:27]=[CH:28][CH:29]=[C:19]12.O>O1CCCC1.CCCCCC.C(OCC)(=O)C>[CH3:10][O:9][C:7]1[CH:6]=[C:5]([CH3:11])[CH:4]=[C:3]([O:2][CH3:1])[C:8]=1[C:21]([C:20]1[CH:26]=[CH:27][CH:28]=[CH:29][C:19]=1[NH:18][CH3:17])=[O:22]. Procedure details: To a solution of 30 g of 3,5-dimethoxytoluene in 400 ml of tetrahydrofuran are added, at a temperature in the region of -20° C., 129 ml of 1.6M butyllithium in hexane. Once the introduction is complete, the reaction mixture is brought to a temperature of 0° C. and is then stirred for 1 hour. It is cooled to -20° C. and 36.67 g of N-methylisatoic anhydride are added portionwise. The mixture is allowed to return to room temperature and is stirred over 2 hours, followed by addition of 500 ml of wat... The reactants are Brc1ccsc1C1=CCCCC1, [Li]CCCC, CCCCCC, N, O=S(=O)(Cl)Cl. The product is NS(=O)(=O)c1ccsc1C1=CCCCC1. As a reaction SMILES: [Br:1][c:2]1[c:3]([C:7]2=[CH:8][CH2:9][CH2:10][CH2:11][CH2:12]2)[s:4][cH:5][cH:6]1.[CH2:13]([Li:14])[CH2:15][CH2:16][CH3:17].[CH3:24][CH2:25][CH2:26][CH2:27][CH2:28][CH3:29].[NH3:23].[S:18](=[O:19])(=[O:20])([Cl:21])[Cl:22]>>[c:2]1([S:18](=[O:19])(=[O:20])[NH2:23])[c:3]([C:7]2=[CH:8][CH2:9][CH2:10][CH2:11][CH2:12]2)[s:4][cH:5][cH:6]1. Reactants: CN(C)CCN(C)C (TMEDA), FC=1C=C(C(=O)N2CCCC2)C=CC1 (N-(3-fluorobenzoyl)pyrrolidine), [Li]C(C)CC (s-BuLi), C1CCCCC1 (cyclohexane), C[Si](C)(C)Cl (TMSCl). Run in C1CCOC1 (THF), C1CCOC1 (THF), CCOCC (ether). Conditions: temperature -90 celsius, time 15 minute. The product is FC=1C(=C(C(=O)N2CCCC2)C(=CC1)[Si](C)(C)C)[Si](C)(C)C (1-[3-Fluoro-2,6-bis(trimethylsilyl)benzoyl]pyrrolidine). Isolated yield 5.1%. As a reaction SMILES: [Li]C(CC)C.C1CCCCC1.CN(CCN(C)C)C.[F:20][C:21]1[CH:22]=[C:23]([CH:31]=[CH:32][CH:33]=1)[C:24]([N:26]1[CH2:30][CH2:29][CH2:28][CH2:27]1)=[O:25].[CH3:34][Si:35](Cl)([CH3:37])[CH3:36]>C1COCC1.CCOCC>[F:20][C:21]1[C:22]([Si:35]([CH3:37])([CH3:36])[CH3:34])=[C:23]([C:31]([Si:35]([CH3:37])([CH3:36])[CH3:34])=[CH:32][CH:33]=1)[C:24]([N:26]1[CH2:30][CH2:29][CH2:28][CH2:27]1)=[O:25]. Procedure details: A solution of 1.3M s-BuLi in cyclohexane (23.91 mL, 31.1 mmol) was added to an ether/liquid N2 cooled (-90° C.) solution of TMEDA (3.97 g, 34.2 mmol) in THF (40 mL), followed by the addition of a solution of N-(3-fluorobenzoyl)pyrrolidine (5.0 g, 25.9 mmol) in a minimum volume of THF. The resulting reaction mixture was stirred at -90° C. for 15 min, then TMSCl (6.75 g, 62.2 mmol) was added in a single portion. The reaction was warmed to RT, quenched with dilute aq citric acid, then was extracted... Starting materials: COC1=C(C(=O)O)C=C(C=C1)CS(=O)(=O)C (2-methoxy-5-(methylsulfonylmethyl)benzoic acid), Cl.C(C)OCCN1C(=NC2=C1C=CC=C2)N2CCN(CCC2)CCC2(CNCC2)C2=CC=CC=C2 (3-(2-(4-(1-(2-ethoxyethyl)-1H-benzimidazol-2-yl)[1,4]diazepan-1-yl)ethyl)-3-phenylpyrrolidine hydrochloric acid salt). Yields the product COC1=C(C(=O)N2CC(CC2)(C2=CC=CC=C2)CCN2CCN(CCC2)C2=NC3=C(N2CCOCC)C=CC=C3)C=C(C=C1)CS(=O)(=O)C (1-(2-Methoxy-5-(methylsulfonylmethyl)benzoyl)-3-(2-(4-(1-(2-ethoxyethyl)-1H-benzimidazol-2-yl)[1,4]diazepan-1-yl)ethyl)-3-phenylpyrrolidine). As a reaction SMILES: [CH3:1][O:2][C:3]1[CH:11]=[CH:10][C:9]([CH2:12][S:13]([CH3:16])(=[O:15])=[O:14])=[CH:8][C:4]=1[C:5]([OH:7])=O.Cl.[CH2:18]([O:20][CH2:21][CH2:22][N:23]1[C:27]2[CH:28]=[CH:29][CH:30]=[CH:31][C:26]=2[N:25]=[C:24]1[N:32]1[CH2:38][CH2:37][CH2:36][N:35]([CH2:39][CH2:40][C:41]2([C:46]3[CH:51]=[CH:50][CH:49]=[CH:48][CH:47]=3)[CH2:45][CH2:44][NH:43][CH2:42]2)[CH2:34][CH2:33]1)[CH3:19]>>[CH3:1][O:2][C:3]1[CH:11]=[CH:10][C:9]([CH2:12][S:13]([CH3:16])(=[O:15])=[O:14])=[CH:8][C:4]=1[C:5]([N:43]1[CH2:44][CH2:45][C:41]([CH2:40][CH2:39][N:35]2[CH2:36][CH2:37][CH2:38][N:32]([C:24]3[N:23]([CH2:22][CH2:21][O:20][CH2:18][CH3:19])[C:27]4[CH:28]=[CH:29][CH:30]=[CH:31][C:26]=4[N:25]=3)[CH2:33][CH2:34]2)([C:46]2[CH:51]=[CH:50][CH:49]=[CH:48][CH:47]=2)[CH2:42]1)=[O:7] |f:1.2|. Reported procedure: Prepare by the method of Example 56.1 using 2-methoxy-5-(methylsulfonylmethyl)benzoic acid and 3-(2-(4-(1-(2-ethoxyethyl)-1H-benzimidazol-2-yl)[1,4]diazepan-1-yl)ethyl)-3-phenylpyrrolidine hydrochloric acid salt (prepared from (−)-3-phenyl-3-(2-hydroxyethyl)pyrrolidine(R,R)-di-p-anisoyltartaric acid salt) to give the title compound.